Dataset: the Open Reaction Database (ORD), a public repository of structured organic reaction records. Task: describe an organic reaction: reactants, conditions, products, and yield The reactants are Cn1c(Nc2ccccc2)ncc(Br)c1=O, O=C([O-])[O-], [Cl-], COc1cc(F)c(B(O)O)cc1F, [Li+], [Na+], [Na+], C1COCCO1, c1ccc(P(c2ccccc2)(c2ccccc2)[Pd](P(c2ccccc2)(c2ccccc2)c2ccccc2)(P(c2ccccc2)(c2ccccc2)c2ccccc2)P(c2ccccc2)(c2ccccc2)c2ccccc2)cc1. Yields the product COc1cc(F)c(-c2cnc(Nc3ccccc3)n(C)c2=O)cc1F. Reaction SMILES: [Br:1][c:2]1[c:3](=[O:16])[n:4]([CH3:15])[c:5]([NH:8][c:9]2[cH:10][cH:11][cH:12][cH:13][cH:14]2)[n:6][cH:7]1.[C:38](=[O:39])([O-:40])[O-:41].[Cl-:31].[F:17][c:18]1[c:19]([B:27]([OH:28])[OH:29])[cH:20][c:21]([F:26])[c:22]([O:24][CH3:25])[cH:23]1.[Li+:30].[Na+:42].[Na+:43].[O:32]1[CH2:33][CH2:34][O:35][CH2:36][CH2:37]1.[cH:44]1[cH:45][cH:46][c:47]([P:48]([Pd:49]([P:50]([c:51]2[cH:52][cH:53][cH:54][cH:55][cH:56]2)([c:57]2[cH:58][cH:59][cH:60][cH:61][cH:62]2)[c:63]2[cH:64][cH:65][cH:66][cH:67][cH:68]2)([P:69]([c:70]2[cH:71][cH:72][cH:73][cH:74][cH:75]2)([c:76]2[cH:77][cH:78][cH:79][cH:80][cH:81]2)[c:82]2[cH:83][cH:84][cH:85][cH:86][cH:87]2)[P:88]([c:89]2[cH:90][cH:91][cH:92][cH:93][cH:94]2)([c:95]2[cH:96][cH:97][cH:98][cH:99][cH:100]2)[c:101]2[cH:102][cH:103][cH:104][cH:105][cH:106]2)([c:107]2[cH:108][cH:109][cH:110][cH:111][cH:112]2)[c:113]2[cH:114][cH:115][cH:116][cH:117][cH:118]2)[cH:119][cH:120]1>>[c:2]1(-[c:19]2[c:18]([F:17])[cH:23][c:22]([O:24][CH3:25])[c:21]([F:26])[cH:20]2)[c:3](=[O:16])[n:4]([CH3:15])[c:5]([NH:8][c:9]2[cH:10][cH:11][cH:12][cH:13][cH:14]2)[n:6][cH:7]1. Starting materials: C[Si](C)(C)C=[N+]=[N-] (trimethylsilyldiazomethane), CN(C)C (trimethylamine), [Cl-].[NH4+] (ammonium chloride), BrC=1C=CC=C2C=C(N(C12)C)C(=O)Cl (7-bromo-1-methyl-1H-indole-2-carboxylic acid chloride). The solvent is O1CCCC1 (tetrahydrofuran), C(C)#N (acetonitrile), O1CCCC1 (tetrahydrofuran). Run at time 4 hour. Product: BrC=1C=CC=C2C=C(N(C12)C)C(/C=N/N)=O ((1E)-(7-bromo-1-methyl-1H-indol-2-yl)(oxo)ethanal hydrazone). Reaction SMILES: C[Si]([CH:5]=[N+:6]=[N-:7])(C)C.CN(C)C.[Br:12][C:13]1[CH:14]=[CH:15][CH:16]=[C:17]2[C:21]=1[N:20]([CH3:22])[C:19]([C:23](Cl)=[O:24])=[CH:18]2.[Cl-].[NH4+]>O1CCCC1.C(#N)C>[Br:12][C:13]1[CH:14]=[CH:15][CH:16]=[C:17]2[C:21]=1[N:20]([CH3:22])[C:19]([C:23](=[O:24])/[CH:5]=[N:6]/[NH2:7])=[CH:18]2 |f:3.4|. Reported procedure: To a dichloromethane (2 mL) solution of 7-bromo-1-methyl-1H-indole-2-carboxylic acid (200 mg), oxalyl dichloride (0.10 mL) and N,N-dimethylformamide (5 mL) were added and the mixture was stirred at room temperature for 2 hours. The reaction mixture was concentrated, azeotroped twice with toluene to obtain a crude product of 7-bromo-1-methyl-1H-indole-2-carboxylic acid chloride. Separately, a solution was prepared by dissolving 2M trimethylsilyldiazomethane (0.60 mL) and trimethylamine (0.16 mL) ... The reactants are CCOC(=O)C1C(c2cnc(C(C)(C)C)nc2)C1(C)C, CCO, [Na+], [OH-], O. The product is CC(C)(C)c1ncc(C2C(C(=O)O)C2(C)C)cn1. RXN SMILES: [CH3:1][C:2]1([CH3:20])[CH:3]([C:15](=[O:16])[O:17][CH2:18][CH3:19])[CH:4]1[c:5]1[cH:6][n:7][c:8]([C:11]([CH3:12])([CH3:13])[CH3:14])[n:9][cH:10]1.[CH3:23][CH2:24][OH:25].[Na+:22].[OH-:21].[OH2:26]>>[CH3:1][C:2]1([CH3:20])[CH:3]([C:15](=[O:16])[OH:17])[CH:4]1[c:5]1[cH:6][n:7][c:8]([C:11]([CH3:12])([CH3:13])[CH3:14])[n:9][cH:10]1. Reactants: compound, ClC1=NC=NC2=CC=C(C=C12)O (4-chloro-6-hydroxy-quinazoline), OCC(=O)NC (2-hydroxy-N-methyl-acetamide), N1=C(SC2=NC=CC=C21)N (thiazolo[5,4-b]pyridin-2-yl-amine). Yields the product CNC(=O)COC=1C=C2C(=NC=NC2=CC1)NC=1SC2=NC=CC=C2N1 ([6-(Methylcarbamoyl-methyloxy)-quinazolin-4-yl]-thiazolo-[5,4-b]pyridin-2-yl-amine). RXN SMILES: [OH:1][CH2:2][C:3]([NH:5][CH3:6])=[O:4].[N:7]1[C:15]2[C:10](=[N:11][CH:12]=[CH:13][CH:14]=2)[S:9][C:8]=1[NH2:16].Cl[C:18]1[C:27]2[C:22](=[CH:23][CH:24]=[C:25](O)[CH:26]=2)[N:21]=[CH:20][N:19]=1>>[CH3:6][NH:5][C:3]([CH2:2][O:1][C:25]1[CH:26]=[C:27]2[C:22](=[CH:23][CH:24]=1)[N:21]=[CH:20][N:19]=[C:18]2[NH:16][C:8]1[S:9][C:10]2[C:15]([N:7]=1)=[CH:14][CH:13]=[CH:12][N:11]=2)=[O:4]. Procedure details: The compound of Example 84 was manufactured by the same method as in Example 22, by a similar method thereto or by a combination of such a method with a conventional method using 2-hydroxy-N-methyl-acetamide, thiazolo[5,4-b]pyridin-2-yl-amine and 4-chloro-6-hydroxy-quinazoline.